This data is from the Open Reaction Database (ORD), a public repository of structured organic reaction records. The task is: describe an organic reaction: reactants, conditions, products, and yield Reactants: CN1CCN(S(=O)(=O)c2ccc(Br)cc2)CC1, CC(=O)[O-], CC(=O)[O-], CC(C)(C)[O-], COc1ccc(Cl)c(-c2cc(C)c3nc(N)nnc3c2)c1, [K+], C1COCCO1, [Pd+2]. Yields the product COc1ccc(Cl)c(-c2cc(C)c3nc(Nc4ccc(S(=O)(=O)N5CCN(C)CC5)cc4)nnc3c2)c1. Reaction SMILES: [Br:22][c:23]1[cH:24][cH:25][c:26]([S:29](=[O:30])(=[O:31])[N:32]2[CH2:33][CH2:34][N:35]([CH3:38])[CH2:36][CH2:37]2)[cH:27][cH:28]1.[C:51]([O-:52])(=[O:53])[CH3:54].[C:56]([O-:57])(=[O:58])[CH3:59].[CH3:39][C:40]([CH3:41])([O-:42])[CH3:43].[Cl:1][c:2]1[c:3](-[c:10]2[cH:11][c:12]3[c:13]([n:14][c:15]([NH2:18])[n:16][n:17]3)[c:19]([CH3:21])[cH:20]2)[cH:4][c:5]([O:8][CH3:9])[cH:6][cH:7]1.[K+:44].[O:45]1[CH2:46][CH2:47][O:48][CH2:49][CH2:50]1.[Pd+2:55]>>[Cl:1][c:2]1[c:3](-[c:10]2[cH:11][c:12]3[c:13]([n:14][c:15]([NH:18][c:23]4[cH:24][cH:25][c:26]([S:29](=[O:30])(=[O:31])[N:32]5[CH2:33][CH2:34][N:35]([CH3:38])[CH2:36][CH2:37]5)[cH:27][cH:28]4)[n:16][n:17]3)[c:19]([CH3:21])[cH:20]2)[cH:4][c:5]([O:8][CH3:9])[cH:6][cH:7]1. Reactants: malonate ester, [Cl-].[Li+] (lithium chloride), CS(=O)(=O)OCC(CCCC#N)CC=C (6-methylsulfonyloxy-5-(2-propenyl)-hexanenitrile), C(CC(=O)OCC)(=O)OCC (diethyl malonate), [H-].[Na+] (sodium hydride), ice water. The solvent is CN(C=O)C (dimethylformamide), O (water), O1CCCC1 (tetrahydrofuran), C(C)(=O)O (acetic acid), O1CCCC1 (tetrahydrofuran), O1CCCC1 (tetrahydrofuran). Reaction conditions: time 0.5 hour. Yields the product C(#N)CCCC(CCC(=O)OCC)CC=C (ethyl 4-(3-cyanopropyl)-6-heptenoate). Reaction SMILES: [C:1]([O:9][CH2:10][CH3:11])(=[O:8])[CH2:2][C:3](OCC)=O.[H-].[Na+].CS(OC[CH:20]([CH2:26][CH:27]=[CH2:28])[CH2:21][CH2:22][CH2:23][C:24]#[N:25])(=O)=O.[Cl-].[Li+]>O1CCCC1.CN(C)C=O.O.C(O)(=O)C>[C:24]([CH2:23][CH2:22][CH2:21][CH:20]([CH2:26][CH:27]=[CH2:28])[CH2:3][CH2:2][C:1]([O:9][CH2:10][CH3:11])=[O:8])#[N:25] |f:1.2,4.5|. Procedure details: A solution of 5410 g of diethyl malonate in 2000 ml of tetrahydrofuran is added to a mixture of 1351 g of 60% sodium hydride in mineral oil in 36 ml of tetrahydrofuran over a period of 4 h, keeping the temperature below 26°, and the mixture is stirred for 0.5 h. A solution of 3705 g of 6-methylsulfonyloxy-5-(2-propenyl)-hexanenitrile in 200 ml tetrahydrofuran is added rapidly and the mixture is heated under reflux for 24 h and allowed to cool overnight. The mixture is neutralized to pH 7 with gl... Starting materials: C(C)(=O)[O-].[Na+] (Sodium acetate), Cl.NO (hydroxylamine hydrochloride), C1(CC2C1CC=1C=CC=CC21)=O (2,2a,7,7a-tetrahydro-cyclobuta[a]inden-1-one). Solvent: CO (MeOH). Reaction conditions: time 8 hour. Product: C1(CC2C1CC=1C=CC=CC21)=NO (2,2a,7,7a-Tetrahydro-cyclobuta[a]inden-1-one oxime). Reaction SMILES: C([O-])(=O)C.[Na+].Cl.[NH2:7][OH:8].[C:9]1(=O)[CH:12]2[CH2:13][C:14]3[CH:15]=[CH:16][CH:17]=[CH:18][C:19]=3[CH:11]2[CH2:10]1>CO>[C:9]1(=[N:7][OH:8])[CH:12]2[CH2:13][C:14]3[CH:15]=[CH:16][CH:17]=[CH:18][C:19]=3[CH:11]2[CH2:10]1 |f:0.1,2.3|. Procedure: Sodium acetate (1.45 g, 17.7 mmol) and hydroxylamine hydrochloride (0.68 g, 9.75 mmol) were added to a solution of 2,2a,7,7a-tetrahydro-cyclobuta[a]inden-1-one (1.4 g, 8.86 mmol) in MeOH (18 mL), and stirred overnight at room temperature. The reaction solution was concentrated via rotary evaporation. The residue was dissolved in CH2Cl2 (100 mL), washed with H2O (50 mL), dried over MgSO4, and concentrated to give the subtitle compound, which was used without further purification. MS calculated fo...